This data is from the Open Reaction Database (ORD), a public repository of structured organic reaction records. The task is: describe an organic reaction: reactants, conditions, products, and yield Procedure: 23 g (90 mmols) of the above 3,12-diethyl-3,12-dimethyl-1,2-diazacyclododecane are hydrogenated, in 200 ml of cyclohexane in a stirred autoclave and with the addition of 3 g of rhodium-aluminum oxide catalyst (5% by weight of Rh), for 17 hours at 200° C. After filtering off the catalyst and stripping off the solvent on a rotary evaporator, the residue is fractionated at 0.2 mm Hg. This gives 7.7 g (30%) of 1,10-diethyl-1,10-dimethyl-1,10-diaminodecane as a colorless oil, boiling point 118°-22° C... The solvent is C1CCCCC1 (cyclohexane). Starting materials: C(C)C1(NNC(CCCCCCCC1)(C)CC)C (3,12-diethyl-3,12-dimethyl-1,2-diazacyclododecane). Reagents/catalysts: [O-2].[Al+3].[Rh+3].[O-2].[O-2] (rhodium-aluminum oxide). Yields the product C(C)C(CCCCCCCCC(N)(C)CC)(N)C (1,10-Diethyl-1,10-dimethyl-1,10-diaminodecane). Reaction SMILES: [CH2:1]([C:3]1([CH3:18])[CH2:14][CH2:13][CH2:12][CH2:11][CH2:10][CH2:9][CH2:8][CH2:7][C:6]([CH2:16][CH3:17])([CH3:15])[NH:5][NH:4]1)[CH3:2]>C1CCCCC1.[O-2].[Al+3].[Rh+3].[O-2].[O-2]>[CH2:1]([C:3]([CH3:18])([NH2:4])[CH2:14][CH2:13][CH2:12][CH2:11][CH2:10][CH2:9][CH2:8][CH2:7][C:6]([CH2:16][CH3:17])([CH3:15])[NH2:5])[CH3:2] |f:2.3.4.5.6|. The reactants are ClC1=C(C=CC(=C1)[N+](=O)[O-])CCN(CC)CC ([2-(2-chloro-4-nitro-phenyl)-ethyl]-diethyl-amine), [H][H] (hydrogen). Reagents/catalysts: [Ni] (Raney nickel). Solvent: C1CCOC1 (THF). Run at time 2.5 hour. Yields the product ClC=1C=C(C=CC1CCN(CC)CC)N (3-chloro-4-(2-diethylamino-ethyl)-phenylamine). As a reaction SMILES: [Cl:1][C:2]1[CH:7]=[C:6]([N+:8]([O-])=O)[CH:5]=[CH:4][C:3]=1[CH2:11][CH2:12][N:13]([CH2:16][CH3:17])[CH2:14][CH3:15].[H][H]>[Ni].C1COCC1>[Cl:1][C:2]1[CH:7]=[C:6]([NH2:8])[CH:5]=[CH:4][C:3]=1[CH2:11][CH2:12][N:13]([CH2:16][CH3:17])[CH2:14][CH3:15]. Reported procedure: A suspension of 2.00 g (7.790 mmol) [2-(2-chloro-4-nitro-phenyl)-ethyl]-diethyl-amine and 0.80 g Raney nickel in THF was hydrogenated for 2.5 h at RT and 25 psi hydrogen pressure. The catalyst was filtered off and the filtrate evaporated down i. vac. Reactants: C(CCCCC)N1C(C(=C2C1=CC1=C(C(N(C1=C2)CCCCCC)=O)C=2SC(=CC2)Br)C=2SC(=CC2)Br)=O (1,5-dihexyl-3,7-di-(5-bromothiophen-2-yl)-1H,5H-pyrrolo[2,3-f]indole-2,6-dione), 2,7-bis(4′,4′,5′,5′-tetramethyl-1′,3′,2′-dioxaborolan-2′-yl)-N-9″i-heptadecanylcarbazole, (o-tol)3P , [O-]P(=O)([O-])[O-].[K+].[K+].[K+] (K3PO4), C1(=CC=CC=C1)C.O (toluene H2O), BrC=1SC=CC1 (2-bromothiophene). Reagents/catalysts: C=1C=CC(=CC1)/C=C/C(=O)/C=C/C2=CC=CC=C2.C=1C=CC(=CC1)/C=C/C(=O)/C=C/C2=CC=CC=C2.C=1C=CC(=CC1)/C=C/C(=O)/C=C/C2=CC=CC=C2.[Pd].[Pd] (Pd2(dba)3). Solvent: CO (methanol), C1(=CC=CC=C1)C (toluene). Reaction conditions: time 12 hour. Product: C1=CC=CC=2C3=CC=CC=C3NC12 (Carbazole). Yield: 460.0%. RXN SMILES: C(N1[C:11]2=[CH:12][C:13]3[C:17](=[CH:18][C:10]2=C(C2SC(Br)=CC=2)C1=O)[N:16](CCCCCC)[C:15](=O)[C:14]=3[C:26]1S[C:28](Br)=[CH:29][CH:30]=1)CCCCC.[O-]P([O-])([O-])=O.[K+].[K+].[K+].C1(C)C=CC=CC=1.O.BrC1SC=CC=1>C1(C)C=CC=CC=1.C1C=CC(/C=C/C(/C=C/C2C=CC=CC=2)=O)=CC=1.C1C=CC(/C=C/C(/C=C/C2C=CC=CC=2)=O)=CC=1.C1C=CC(/C=C/C(/C=C/C2C=CC=CC=2)=O)=CC=1.[Pd].[Pd].CO>[CH:28]1[C:15]2[NH:16][C:17]3[C:13](=[CH:12][CH:11]=[CH:10][CH:18]=3)[C:14]=2[CH:26]=[CH:30][CH:29]=1 |f:1.2.3.4,5.6,9.10.11.12.13|. Procedure details: A mixture of 1,5-dihexyl-3,7-di-(5-bromothiophen-2-yl)-1H,5H-pyrrolo[2,3-f]indole-2,6-dione (0.150 g, 0.221 mmol), 2,7-bis(4′,4′,5′,5′-tetramethyl-1′,3′,2′-dioxaborolan-2′-yl)-N-9″i-heptadecanylcarbazole (0.152 g, 0232 mmol), Pd2(dba)3 (5.0 mg), (o-tol)3P (3.0 mg), K3PO4 (0.187 g) and toluene/H2O (20 mL/1 mL) was heated at reflux for 24 h. 2-bromothiophene (0.035 g, 0.22 mmol) in toluene (1 mL) was added and the resulting mixture was stirred for another 12 h. Then, after cooling to room temperat... The reactants are C(C)(C)N1CCC(CC1)OC1=CC=C(C=C1)C1(CCOCC1)CN ((4-{4-[(1-isopropylpiperidin-4-yl)oxy]phenyl}tetrahydro-2H-pyran-4-yl)methylamine), C(C)OC(CCCBr)=O (ethyl-4-bromobutyrate), C(C)(C)N(C(C)C)CC (N,N-diisopropylethylamine), [I-].[K+] (potassium iodide), C([O-])([O-])=O.[K+].[K+] (Potassium carbonate). Run in C1(=CC=CC=C1)C (toluene). Reaction conditions: temperature 80 celsius. Yields the product N (ammonia), C(C)(C)N1CCC(CC1)OC1=CC=C(C=C1)C1(CCOCC1)CN1C(CCC1)=O (1-{[4-(4-[(1-isopropylpiperidin-4-yl)oxy]phenyl)tetrahydro-2H-pyran-4-yl]methyl}pyrrolidin-2-one). The yield is 11.6%. Reaction SMILES: [CH:1]([N:4]1[CH2:9][CH2:8][CH:7]([O:10][C:11]2[CH:16]=[CH:15][C:14]([C:17]3([CH2:23][NH2:24])[CH2:22][CH2:21][O:20][CH2:19][CH2:18]3)=[CH:13][CH:12]=2)[CH2:6][CH2:5]1)([CH3:3])[CH3:2].C([O:27][C:28](=O)[CH2:29][CH2:30][CH2:31]Br)C.C(N(CC)C(C)C)(C)C.[I-].[K+].C(=O)([O-])[O-].[K+].[K+]>C1(C)C=CC=CC=1>[NH3:4].[CH:1]([N:4]1[CH2:9][CH2:8][CH:7]([O:10][C:11]2[CH:16]=[CH:15][C:14]([C:17]3([CH2:23][N:24]4[CH2:31][CH2:30][CH2:29][C:28]4=[O:27])[CH2:18][CH2:19][O:20][CH2:21][CH2:22]3)=[CH:13][CH:12]=2)[CH2:6][CH2:5]1)([CH3:3])[CH3:2] |f:3.4,5.6.7|. Procedure details: To a solution of (4-{4-[(1-isopropylpiperidin-4-yl)oxy]phenyl}tetrahydro-2H-pyran-4-yl)methylamine (100 mg, 0.301 mmol) in toluene (2 ml) was added ethyl-4-bromobutyrate (43 μl, 0.301 mmol), N,N-diisopropylethylamine (157 μl, 0.904 mmol) and potassium iodide (5 mg, 0.030 mmol). Reaction mixture heated at 80° C. for 48 hours, then increased to reflux. Potassium carbonate (83 mg, 0.602 mmol) was added and reaction left at reflux for a further 24 hours until reaction complete. Reaction mixture was ...